From a dataset of the Open Reaction Database (ORD), a public repository of structured organic reaction records. describe an organic reaction: reactants, conditions, products, and yield Reactants: BrCCCS(=NC(C1=CN=CC(=C1)C#CC1=CC(=CC=C1)NC(=O)C=1OC=CC1C)=O)(C1=CC=CC=C1)=O (N-[(3-bromopropyl)(oxido)phenyl--sulfanylidene]-5-({3-[(3-methyl-2-furoyl)amino]phenyl}ethynyl)nicotinamide), CNCC(CO)O (3-methylamino-1,2-propanediol). Yields the product OC(CN(CCCS(=NC(C1=CN=CC(=C1)C#CC1=CC(=CC=C1)NC(=O)C=1OC=CC1C)=O)(C1=CC=CC=C1)=O)C)CO (N-[{3-[(2,3-dihydroxypropyl)(methyl)amino]propyl}(oxido)phenyl--sulfanylidene]-5-({3-[(3-methyl-2-furoyl)amino]phenyl}ethynyl)nicotinamide). RXN SMILES: Br[CH2:2][CH2:3][CH2:4][S:5](=[O:38])([C:32]1[CH:37]=[CH:36][CH:35]=[CH:34][CH:33]=1)=[N:6][C:7](=[O:31])[C:8]1[CH:13]=[C:12]([C:14]#[C:15][C:16]2[CH:21]=[CH:20][CH:19]=[C:18]([NH:22][C:23]([C:25]3[O:26][CH:27]=[CH:28][C:29]=3[CH3:30])=[O:24])[CH:17]=2)[CH:11]=[N:10][CH:9]=1.[CH3:39][NH:40][CH2:41][CH:42]([OH:45])[CH2:43][OH:44]>>[OH:45][CH:42]([CH2:43][OH:44])[CH2:41][N:40]([CH3:39])[CH2:2][CH2:3][CH2:4][S:5](=[O:38])([C:32]1[CH:37]=[CH:36][CH:35]=[CH:34][CH:33]=1)=[N:6][C:7](=[O:31])[C:8]1[CH:13]=[C:12]([C:14]#[C:15][C:16]2[CH:21]=[CH:20][CH:19]=[C:18]([NH:22][C:23]([C:25]3[O:26][CH:27]=[CH:28][C:29]=3[CH3:30])=[O:24])[CH:17]=2)[CH:11]=[N:10][CH:9]=1. Procedure details: In a manner similar to that described for Example 508, N-[(3-bromopropyl)(oxido)phenyl--sulfanylidene]-5-({3-[(3-methyl-2-furoyl)amino]phenyl}ethynyl)nicotinamide and 3-methylamino-1,2-propanediol were converted to the title compound. Starting materials: CCOC(C)=O, CCO, CCCCCC, ClCCCc1nnn[nH]1, [K+], [OH-], O, Oc1cccc(OCc2ccc3ccccc3n2)c1. Product: c1cc(OCCCc2nnn[nH]2)cc(OCc2ccc3ccccc3n2)c1. Reaction SMILES: [C:35]([O:36][CH2:37][CH3:38])(=[O:39])[CH3:40].[CH3:32][CH2:33][OH:34].[CH3:41][CH2:42][CH2:43][CH2:44][CH2:45][CH3:46].[Cl:20][CH2:21][CH2:22][CH2:23][c:24]1[n:25][n:26][n:27][nH:28]1.[K+:30].[OH-:29].[OH2:31].[OH:1][c:2]1[cH:3][c:4]([O:5][CH2:6][c:7]2[n:8][c:9]3[cH:10][cH:11][cH:12][cH:13][c:14]3[cH:15][cH:16]2)[cH:17][cH:18][cH:19]1>>[O:1]([c:2]1[cH:3][c:4]([O:5][CH2:6][c:7]2[n:8][c:9]3[cH:10][cH:11][cH:12][cH:13][c:14]3[cH:15][cH:16]2)[cH:17][cH:18][cH:19]1)[CH2:21][CH2:22][CH2:23][c:24]1[n:25][n:26][n:27][nH:28]1. Reactants: OC1=NC2=C(C3=CC=C(C=C13)Cl)OC1=C2C=C(C=C1)OC (5-hydroxyl-3-chloro-8-methoxy-benzofuro[3,2-c]isoquinoline), ClC1=CC=C2C3=C(N=C(C2=C1)O)C1=C(O3)C=CC=C1 (3-chloro-benzofuro[3,2-c]isoquinoline-5-ol). Yields the product ClC1=CC=C2C3=C(N=C(C2=C1)Cl)C1=C(O3)C=CC(=C1)OC (3,5-dichloro-8-methoxy-benzofuro[3,2-c]isoquinoline). RXN SMILES: O[C:2]1[C:11]2[C:6](=[CH:7][CH:8]=[C:9]([Cl:12])[CH:10]=2)[C:5]2[O:13][C:14]3[CH:19]=[CH:18][C:17]([O:20][CH3:21])=[CH:16][C:15]=3[C:4]=2[N:3]=1.[Cl:22]C1C=C2C(C3OC4C=CC=CC=4C=3N=C2O)=CC=1>>[Cl:12][C:9]1[CH:10]=[C:11]2[C:6]([C:5]3[O:13][C:14]4[CH:19]=[CH:18][C:17]([O:20][CH3:21])=[CH:16][C:15]=4[C:4]=3[N:3]=[C:2]2[Cl:22])=[CH:7][CH:8]=1. Procedure: The procedure was similar to step S19C, while the starting material was 26B in stead of 19B. The reactants are C(C)(C)(C)OC(CN1C2=C(N(CCC1=O)C(NCC1=C(C=C(C=C1)C(=O)N1C3=C(CCCC1)C=CC=C3)C)=O)C(=CC=C2)F)=O ({6-Fluoro-5-[2-methyl-4-(2,3,4,5-tetrahydrobenzo[b]azepine-1-carbonyl)-benzylcarbamoyl]-2-oxo-2,3,4,5-tetrahydrobenzo[b][1,4]diazepin-1-yl}acetic Acid Tert-Butyl Ester), FC(C(=O)O)(F)F (trifluoroacetic acid). Run in ClCCl (dichloromethane). Reaction conditions: time 90 minute. The product is FC1=CC=CC=2N(C(CCN(C21)C(NCC2=C(C=C(C=C2)C(=O)N2C1=C(CCCC2)C=CC=C1)C)=O)=O)CC(=O)O ({6-Fluoro-5-[2-methyl-4-(2,3,4,5-tetrahydrobenzo[b]azepine-1-carbonyl)-benzylcarbamoyl]-2-oxo-2,3,4,5-tetrahydrobenzo[b][1,4]diazepin-1-yl]-acetic Acid). Reaction SMILES: C([O:5][C:6](=[O:45])[CH2:7][N:8]1[C:14](=[O:15])[CH2:13][CH2:12][N:11]([C:16](=[O:39])[NH:17][CH2:18][C:19]2[CH:24]=[CH:23][C:22]([C:25]([N:27]3[CH2:33][CH2:32][CH2:31][CH2:30][C:29]4[CH:34]=[CH:35][CH:36]=[CH:37][C:28]3=4)=[O:26])=[CH:21][C:20]=2[CH3:38])[C:10]2[C:40]([F:44])=[CH:41][CH:42]=[CH:43][C:9]1=2)(C)(C)C.FC(F)(F)C(O)=O>ClCCl>[F:44][C:40]1[C:10]2[N:11]([C:16](=[O:39])[NH:17][CH2:18][C:19]3[CH:24]=[CH:23][C:22]([C:25]([N:27]4[CH2:33][CH2:32][CH2:31][CH2:30][C:29]5[CH:34]=[CH:35][CH:36]=[CH:37][C:28]4=5)=[O:26])=[CH:21][C:20]=3[CH3:38])[CH2:12][CH2:13][C:14](=[O:15])[N:8]([CH2:7][C:6]([OH:45])=[O:5])[C:9]=2[CH:43]=[CH:42][CH:41]=1. Procedure details: To a solution of {6-fluoro-5-[2-methyl-4-(2,3,4,5-tetrahydrobenzo[b]azepine-1-carbonyl)benzylcabamoyl]-2-oxo-2,3,4,5-tetrahydrobenzo[b][1,4]diazepin-1-yl]acetic acid tert-butyl ester from Example 1 (250 mg, 0.40 mmol) in dichloromethane (8 ml) was added trifluoroacetic acid (8 ml). The mixture was stirred for 90 min and evaporated in vacuo and azeotroped with toluene to give an off-white solid; yield 220 mg, 99%.